Task: describe an organic reaction: reactants, conditions, products, and yield. Dataset: the Open Reaction Database (ORD), a public repository of structured organic reaction records Starting materials: 63.8, ClC(C(=O)Cl)(Cl)Cl (trichloroacetyl chloride), C1=CC=C(C=C1)NC2=CC=C(C=C2)N (4-aminodiphenylamine), crude product, [Cl-].[Na+] (sodium chloride), C([O-])([O-])=O.[Na+].[Na+] (sodium carbonate). The solvent is C1=CC=CC=C1 (benzene), C1=CC=CC=C1 (benzene). Yields the product N(C1=CC=CC=C1)C1=CC=C(NC(C(Cl)(Cl)Cl)=O)C=C1 (4'-Anilino-2,2,2-trichloroacetanilide). Reaction SMILES: [CH:1]1[CH:6]=[CH:5][C:4]([NH:7][C:8]2[CH:13]=[CH:12][C:11]([NH2:14])=[CH:10][CH:9]=2)=[CH:3][CH:2]=1.C(=O)([O-])[O-].[Na+].[Na+].[Cl:21][C:22]([Cl:27])([Cl:26])[C:23](Cl)=[O:24].[Cl-].[Na+]>C1C=CC=CC=1>[NH:7]([C:8]1[CH:13]=[CH:12][C:11]([NH:14][C:23](=[O:24])[C:22]([Cl:27])([Cl:26])[Cl:21])=[CH:10][CH:9]=1)[C:4]1[CH:3]=[CH:2][CH:1]=[CH:6][CH:5]=1 |f:1.2.3,5.6|. Reported procedure: The following materials are charged to a reactor: 62.5 g (0.34 mole) 4-aminodiphenylamine, 39 g (0.37 mole) sodium carbonate and 500 ml benzene. To this stirred mixture, under nitrogen, is added a solution of 63.8 (0.35 mole) trichloroacetyl chloride in 100 ml benzene over a thirty minute period. Stirring is continued for another 31/2 hours. The crude product containing sodium chloride by-product is dried to remove solvent. The dried material is washed first with dilute HCl, then distilled water...